This data is from the Open Reaction Database (ORD), a public repository of structured organic reaction records. The task is: describe an organic reaction: reactants, conditions, products, and yield Starting materials: C(#N)C1=CC(=C(CN(CC(=O)OC(C)(C)C)C)C=C1)C=C (tert-butyl N-(4-cyano-2-vinylbenzyl)-N-methylglycinate). Reagents/catalysts: [Pd] (palladium on carbon). Run in CO (methanol). Reaction conditions: time 18 hour. Product: C(#N)C1=CC(=C(CN(CC(=O)OC(C)(C)C)C)C=C1)CC (tert-butyl N-(4-cyano-2-ethylbenzyl)-N-methylglycinate). The yield is 93.9%. Reaction SMILES: [C:1]([C:3]1[CH:19]=[CH:18][C:6]([CH2:7][N:8]([CH3:17])[CH2:9][C:10]([O:12][C:13]([CH3:16])([CH3:15])[CH3:14])=[O:11])=[C:5]([CH:20]=[CH2:21])[CH:4]=1)#[N:2]>[Pd].CO>[C:1]([C:3]1[CH:19]=[CH:18][C:6]([CH2:7][N:8]([CH3:17])[CH2:9][C:10]([O:12][C:13]([CH3:14])([CH3:15])[CH3:16])=[O:11])=[C:5]([CH2:20][CH3:21])[CH:4]=1)#[N:2]. Reported procedure: A mixture of tert-butyl N-(4-cyano-2-vinylbenzyl)-N-methylglycinate (500 mg, 1.75 mmol) and 10% palladium on carbon (50 mg) in methanol (5 mL) were stirred under an atmosphere of hydrogen for 18 hours. The suspension was filtered through a Celite pad and the filter-cake washed with DCM. The filtrate was evaporated in vacuo to afford the title compound (474 mg, 94%). Reactants: NC=1C=C(C#N)C=C(C1)N (3,5-Diaminobenzonitrile), Cl.ClCCN1CCCCC1 (1-(2-chloroethyl)piperidine hydrochloride), CCN(C(C)C)C(C)C (DIEA). Run in CC(CO)CC (2-methylbutan-1-ol). Product: NC=1C=C(C#N)C=C(C1)NCCN1CCCCC1 (3-amino-5-{[2-(piperidin-1-yl)ethyl]amino}benzonitrile). The yield is 80.0%. Reaction SMILES: [NH2:1][C:2]1[CH:3]=[C:4]([CH:7]=[C:8]([NH2:10])[CH:9]=1)[C:5]#[N:6].Cl.Cl[CH2:13][CH2:14][N:15]1[CH2:20][CH2:19][CH2:18][CH2:17][CH2:16]1.CCN(C(C)C)C(C)C>CC(CC)CO>[NH2:1][C:2]1[CH:3]=[C:4]([CH:7]=[C:8]([NH:10][CH2:13][CH2:14][N:15]2[CH2:20][CH2:19][CH2:18][CH2:17][CH2:16]2)[CH:9]=1)[C:5]#[N:6] |f:1.2|. Reported procedure: 3,5-Diaminobenzonitrile prepared from step A of example 19 (511 mg, 3.84 mmol), 1-(2-chloroethyl)piperidine hydrochloride (707 mg, 1 eq) and DIEA (1.97 mL, 3 eq) were refluxed in 50 mL of 2-methylbutan-1-ol for 24 h. The reaction mixture was then evaporated to give 751 mg of expected compound which was used in the next step without further purification. m/z (ESI) 245.3 [M+H]+. Starting materials: OC(C#C)(C)C (3-hydroxy-3-methyl-butyne), N1C=NC=C1 (imidazole), ice, CN(C)C1=NC=CC=C1 (dimethylaminopyridine), C(C)(C)(C)[Si](C)(C)Cl (tert.butyldimethylsilyl chloride). The solvent is CN(C=O)C (N,N-dimethyl-formamide), O (water). Reaction conditions: temperature 70 celsius, time 15 minute. Product: C(C)(C)(C)[Si](OC(C#C)(C)C)(C)C (3-(tert.butyldimethylsilyl)oxy-3-methyl-butyne). As a reaction SMILES: [OH:1][C:2]([CH3:6])([CH3:5])[C:3]#[CH:4].N1C=CN=C1.[C:12]([Si:16](Cl)([CH3:18])[CH3:17])([CH3:15])([CH3:14])[CH3:13].CN(C1C=CC=CN=1)C>O.CN(C)C=O>[C:12]([Si:16]([CH3:18])([CH3:17])[O:1][C:2]([CH3:6])([CH3:5])[C:3]#[CH:4])([CH3:15])([CH3:14])[CH3:13]. Reported procedure: To the stirred mixture of 25 g (0.29M) of 3-hydroxy-3-methyl-butyne, 50 ml of anhydrous N,N-dimethyl-formamide and 44.5 g (0.65M) imidazole cooled in an ice-bath was added 50 g (0.33M) tert.butyldimethylsilyl chloride. Stirring in the ice-bath was continued for 15 minutes and then at room temperate overnight. After addition of 250 mg of dimethylaminopyridine, the reaction mixture was heated at 70° C. for two hours and then poured into one liter of cold water. It was then extracted with 5×150 ml ... The reactants are CO, O=[N+]([O-])c1ccc(-n2cccn2)c(F)c1. Product: Nc1ccc(-n2cccn2)c(F)c1. As a reaction SMILES: [CH3:16][OH:17].[F:1][c:2]1[c:3](-[n:11]2[n:12][cH:13][cH:14][cH:15]2)[cH:4][cH:5][c:6]([N+:8]([O-:9])=[O:10])[cH:7]1>>[F:1][c:2]1[c:3](-[n:11]2[n:12][cH:13][cH:14][cH:15]2)[cH:4][cH:5][c:6]([NH2:8])[cH:7]1. Reactants: [OH-].[Na+] (sodium hydroxide), C(C)(=O)N[C@@H](CCC(=O)OC)CF ((S)-4-(acetylamino)-5-fluoropentanoic acid, methyl ester). The solvent is CO (methanol). Reaction conditions: time 1 hour. Yields the product C(C)(=O)N[C@@H](CCC(=O)O)CF ((S)-4-(acetylamino)-5-fluoropentanoic acid). Reaction SMILES: [OH-].[Na+].[C:3]([NH:6][C@H:7]([CH2:14][F:15])[CH2:8][CH2:9][C:10]([O:12]C)=[O:11])(=[O:5])[CH3:4]>CO>[C:3]([NH:6][C@H:7]([CH2:14][F:15])[CH2:8][CH2:9][C:10]([OH:12])=[O:11])(=[O:5])[CH3:4] |f:0.1|. Reported procedure: 1.2 ml of 1N aqueous sodium hydroxide solution was added drop-by-drop to 0.22 g of 6 in 2 ml of methanol and the resulting mixture was stirred for one hour at room temperature. The methanol was evaporated, water and ethyl acetate were added to the residue, and the resulting mixture was acidified with a few drops of 12N hydrochloric acid. The mixture was stirred at room temperature for 30 minutes, the organic layer was separated, dried (Na2SO4), and stripped of solvent under reduced pressure. The...